From a dataset of the Open Reaction Database (ORD), a public repository of structured organic reaction records. describe an organic reaction: reactants, conditions, products, and yield Reactants: C(C)(C)(C)OC(=O)N1CSC[C@H]1C(=O)O ((4R)-3-(tert-butoxycarbonyl)-1,3-thiazolidine-4-carboxylic acid), CC1(OC(=O)CC(=O)O1)C (Meldrum's acid). The product is CC1(OC(C(C(O1)=O)C(=O)[C@H]1N(CSC1)C(=O)OC(C)(C)C)=O)C (tert-Butyl (4R)-4-[(2,2-dimethyl-4,6-dioxo-1,3-dioxan-5-yl)carbonyl]-1,3-thiazolidine-3-carboxylate). The yield is 89.0%. As a reaction SMILES: [C:1]([O:5][C:6]([N:8]1[C@H:12]([C:13]([OH:15])=O)[CH2:11][S:10][CH2:9]1)=[O:7])([CH3:4])([CH3:3])[CH3:2].[CH3:16][C:17]1([CH3:25])[O:24][C:22](=[O:23])[CH2:21][C:19](=[O:20])[O:18]1>>[CH3:16][C:17]1([CH3:25])[O:24][C:22](=[O:23])[CH:21]([C:13]([C@@H:12]2[CH2:11][S:10][CH2:9][N:8]2[C:6]([O:5][C:1]([CH3:2])([CH3:3])[CH3:4])=[O:7])=[O:15])[C:19](=[O:20])[O:18]1. Reported procedure: A was prepared from (4R)-3-(tert-butoxycarbonyl)-1,3-thiazolidine-4-carboxylic acid (5.30 g, 22.7 mmol) and Meldrum's acid according to the previously described procedure used for Example 1C, giving the title compound as yellow solid (7.31 g, 89%). LCMS m/z 358 (M−H). 1H NMR (300 MHz, CDCl3, mixture of rotamers) δ 5.88 (m, 1H), 4.80–4.51 (m, 3H), 369 (m, 1H), 3.05 (m, 1H), 2.0–1.8 (m, 3H), 1.8–1.7 (m, 6H), 1.44 (s, 5H), 1.38 (s, 4H) ppm.